From a dataset of the Open Reaction Database (ORD), a public repository of structured organic reaction records. describe an organic reaction: reactants, conditions, products, and yield The reactants are C1(=CC=C(C=C1)S(=O)(=O)Cl)C (p-toluenesulphonyl chloride), [OH-].[Na+] (NaOH), Cl (HCl), N1C(=O)NC(=O)C(C)=C1 (thymine), [OH-].[Na+] (sodium hydroxide). The solvent is C(C)#N (acetonitrile), O (water), O (water). Reaction conditions: temperature 2.5 celsius, time 50 minute. Product: S(=O)(=O)(C1=CC=C(C)C=C1)N1C(=O)NC(=O)C(C)=C1 (1-tosylthymine). The yield is 97.4%. Reaction SMILES: [NH:1]1[CH:9]=[C:7]([CH3:8])[C:5](=[O:6])[NH:4][C:2]1=[O:3].[OH-].[Na+].[C:12]1([CH3:22])[CH:17]=[CH:16][C:15]([S:18](Cl)(=[O:20])=[O:19])=[CH:14][CH:13]=1.Cl>O.C(#N)C>[S:18]([N:1]1[CH:9]=[C:7]([CH3:8])[C:5](=[O:6])[NH:4][C:2]1=[O:3])([C:15]1[CH:16]=[CH:17][C:12]([CH3:22])=[CH:13][CH:14]=1)(=[O:20])=[O:19] |f:1.2|. Procedure: To a mechanically stirred solution of 200.0 g thymine (1.586 mol) in a mixture of 1.33 l water and 65 g sodium hydroxide (1.6 mol) under nitrogen atmosphere were added simultaneously a solution of 378.1 g p-toluenesulphonyl chloride (1.98 mol) in 1.0 l acetonitrile over 60 min and a solution of 95.16 g NaOH (2.38 mol) in 0.330 l water added over 65 min while cooling the reaction in a water bath from an initial temperature of 40° C. to about 35° C. The reaction was stirred an additional 50 min fo... Starting materials: ClCCCN1S(NC2=C(C1)C=CC=C2)(=O)=O (3-(3-chloropropyl)-3,4-dihydro-1H-2,1,3-benzothiadiazine 2,2-dioxide), B(C=1C=CC(=CC1)C)(O)O (p-tolylboronic acid). Yields the product ClCCCN1S(N(C2=C(C1)C=CC=C2)C2=CC=C(C=C2)C)(=O)=O (3-(3-chloropropyl)-1-(4-methylphenyl)-3,4-dihydro-1H-2,1,3-benzothiadiazine 2,2-dioxide). As a reaction SMILES: [Cl:1][CH2:2][CH2:3][CH2:4][N:5]1[CH2:10][C:9]2[CH:11]=[CH:12][CH:13]=[CH:14][C:8]=2[NH:7][S:6]1(=[O:16])=[O:15].B(O)(O)[C:18]1[CH:19]=[CH:20][C:21]([CH3:24])=[CH:22][CH:23]=1>>[Cl:1][CH2:2][CH2:3][CH2:4][N:5]1[CH2:10][C:9]2[CH:11]=[CH:12][CH:13]=[CH:14][C:8]=2[N:7]([C:18]2[CH:23]=[CH:22][C:21]([CH3:24])=[CH:20][CH:19]=2)[S:6]1(=[O:16])=[O:15]. Reported procedure: In an analogous manner to Example 1 step 7, 3-(3-chloropropyl)-3,4-dihydro-1H-2,1,3-benzothiadiazine 2,2-dioxide (408 mg) was coupled to p-tolylboronic acid to provide 3-(3-chloropropyl)-1-(4-methylphenyl)-3,4-dihydro-1H-2,1,3-benzothiadiazine 2,2-dioxide (99 mg): The reactants are CCOC(=O)Cc1ccc(Cl)cc1, COS(=O)(=O)[O-], CCO, CCOCC, CC(C)[N+]1=C(N(C)C)CCC1, [Na], O. The product is CCOC(=O)C(=C1CCCN1C(C)C)c1ccc(Cl)cc1. RXN SMILES: [CH2:2]([CH3:3])[O:4][C:5]([CH2:6][c:7]1[cH:8][cH:9][c:10]([Cl:13])[cH:11][cH:12]1)=[O:14].[CH3:15][O:16][S:17]([O-:18])(=[O:19])=[O:20].[CH3:33][CH2:34][OH:35].[CH3:36][CH2:37][O:38][CH2:39][CH3:40].[CH:21]([CH3:22])([CH3:23])[N+:24]1=[C:25]([N:29]([CH3:30])[CH3:31])[CH2:26][CH2:27][CH2:28]1.[Na:1].[OH2:32]>>[CH2:2]([CH3:3])[O:4][C:5]([C:6]([c:7]1[cH:8][cH:9][c:10]([Cl:13])[cH:11][cH:12]1)=[C:25]1[N:24]([CH:21]([CH3:22])[CH3:23])[CH2:28][CH2:27][CH2:26]1)=[O:14]. Product: Cc1csc(NC(=O)c2nc(C)ccc2Nc2cc(F)cc(F)c2)n1. Reactants: Fc1cc(F)cc(Br)c1, Cc1csc(NC(=O)c2nc(C)ccc2Nc2cccnc2)n1. RXN SMILES: [Br:24][c:25]1[cH:26][c:27]([F:32])[cH:28][c:29]([F:31])[cH:30]1.[CH3:1][c:2]1[n:3][c:4]([NH:7][C:8](=[O:9])[c:10]2[n:11][c:12]([CH3:23])[cH:13][cH:14][c:15]2[NH:16][c:17]2[cH:18][n:19][cH:20][cH:21][cH:22]2)[s:5][cH:6]1>>[CH3:1][c:2]1[n:3][c:4]([NH:7][C:8](=[O:9])[c:10]2[n:11][c:12]([CH3:23])[cH:13][cH:14][c:15]2[NH:16][c:25]2[cH:26][c:27]([F:32])[cH:28][c:29]([F:31])[cH:30]2)[s:5][cH:6]1. The reactants are O=C([O-])[O-], C#CCBr, CN(C)C=O, Cn1c(C(F)(F)F)cc(=O)n(-c2c(O)cc(F)cc2F)c1=O, [K+], [K+], O. Product: C#CCOc1cc(F)cc(F)c1-n1c(=O)cc(C(F)(F)F)n(C)c1=O. RXN SMILES: [C:23](=[O:24])([O-:25])[O-:26].[CH2:29]([C:30]#[CH:31])[Br:32].[CH3:34][N:35]([CH3:36])[CH:37]=[O:38].[F:1][c:2]1[c:3](-[n:10]2[c:11](=[O:22])[n:12]([CH3:21])[c:13]([C:17]([F:18])([F:19])[F:20])[cH:14][c:15]2=[O:16])[c:4]([OH:9])[cH:5][c:6]([F:8])[cH:7]1.[K+:27].[K+:28].[OH2:33]>>[F:1][c:2]1[c:3](-[n:10]2[c:11](=[O:22])[n:12]([CH3:21])[c:13]([C:17]([F:18])([F:19])[F:20])[cH:14][c:15]2=[O:16])[c:4]([O:9][CH2:31][C:30]#[CH:29])[cH:5][c:6]([F:8])[cH:7]1. Reactants: [N+](=O)([O-])C=1C=C(C=C(C(=O)OC)C1)C(=O)[O-] (mono-methyl 5-nitro-isophthalate). Reagents/catalysts: [Pd] (palladium on carbon). The solvent is CO (methanol). Run at time 3 hour. Product: NC=1C=C(C(=O)O)C=C(C1)C(=O)OC (3-Amino-5-(methoxycarbonyl)benzoic acid). RXN SMILES: [N+:1]([C:4]1[CH:5]=[C:6]([C:14]([O-:16])=[O:15])[CH:7]=[C:8]([CH:13]=1)[C:9]([O:11][CH3:12])=[O:10])([O-])=O>[Pd].CO>[NH2:1][C:4]1[CH:5]=[C:6]([CH:7]=[C:8]([C:9]([O:11][CH3:12])=[O:10])[CH:13]=1)[C:14]([OH:16])=[O:15]. Procedure: A suspension of mono-methyl 5-nitro-isophthalate (22.5 g, 100 mmol) and palladium on carbon (5%, 2.00 g) in methanol (100 mL) is shaken in a hydrogenation apparatus under hydrogen (50 psi) for 3 hours. The mixture is then filtered through diatomaceous earth and concentrated to give the title compound, NMR (300 MHz, CDCl3) delta 7.67, 7.41, 7.40 and 3.83; MS (ESI−) for C9H9NO4 m/z (M−H)−=194.